From a dataset of the Open Reaction Database (ORD), a public repository of structured organic reaction records. describe an organic reaction: reactants, conditions, products, and yield Reactants: OC=1C=CC2=C(C=CO2)C1 (5-hydroxybenzofuran), C([O-])([O-])=O.[K+].[K+] (potassium carbonate), [I-].[Na+] (sodium iodide), ClCCOCCC (2-chloroethylpropylether). Run in CN(C)C=O (DMF), O (water). Reaction conditions: temperature 95 celsius, time 3 day. Yields the product C(CC)OCCOC=1C=CC2=C(C=CO2)C1 (5-propoxyethoxybenzofuran). Isolated yield 39.1%. RXN SMILES: [OH:1][C:2]1[CH:3]=[CH:4][C:5]2[O:9][CH:8]=[CH:7][C:6]=2[CH:10]=1.C(=O)([O-])[O-].[K+].[K+].[I-].[Na+].Cl[CH2:20][CH2:21][O:22][CH2:23][CH2:24][CH3:25]>CN(C=O)C.O>[CH2:23]([O:22][CH2:21][CH2:20][O:1][C:2]1[CH:3]=[CH:4][C:5]2[O:9][CH:8]=[CH:7][C:6]=2[CH:10]=1)[CH2:24][CH3:25] |f:1.2.3,4.5|. Procedure: To a solution of 5-hydroxybenzofuran (1.90 g) in DMF (30 ml) were added potassium carbonate (5.09 g) and sodium iodide (5.52 g) and then was added 2-chloroethylpropylether (3.47 g), and the mixture was stirred, under nitrogen atmosphere, at 95° C. for 3 days and cooled. To the mixture was added water, and the mixture was extracted with ethyl acetate (twice). The organic layer washed with 1N sodium hydroxide solution, water and saturated brine, and dried with magnesium sulfate. Under reduced pres... Starting materials: C(CC)C1CC(NC1)=O (4-propylpyrrolidin-2-one), C=O (formaldehyde), [K] (potassium). Solvent: C(C)O (ethanol). The product is OCN1C(CC(C1)CCC)=O (1-(hydroxymethyl)-4-propylpyrrolidin-2-one). Isolated yield 100.0%. Reaction SMILES: [CH2:1]([CH:4]1[CH2:8][NH:7][C:6](=[O:9])[CH2:5]1)[CH2:2][CH3:3].[CH2:10]=[O:11].[K]>C(O)C>[OH:11][CH2:10][N:7]1[CH2:8][CH:4]([CH2:1][CH2:2][CH3:3])[CH2:5][C:6]1=[O:9] |^1:11|. Procedure details: A solution of 4-propylpyrrolidin-2-one x1 (30 g, 0.236 mol), aqueous formaldehyde (37%, 3.5 eq, 0.826 mol, 71 ml), and potassium hydroxyde (0.05 eq, 0.012 mol, 0.662 g) in 150 ml of ethanol is refluxed for 24 hours. After evaporation of the solvent under reduced pressure, the crude product is poured in saturated NaHCO3 aqueous solution and then extracted with CH2Cl2. The cumulated organic layers are dried over MgSO4, filtered and evaporated under reduced pressure to yield compound 1-(hydroxymeth... The reactants are C(C)(C)(C)C=1C(C(C=C(C1)C(C)(C)C)=O)=O (3,5-di-t-butyl-1,2-benzoquinone), NC1=C(C=CC=C1)S (2-aminothiophenol). The solvent is CCOCC (ether), CCOCC (ether). Run at time 1 hour. Yields the product C(C)(C)(C)C=1C(C2=NC3=CC=CC=C3SC2=C(C1)C(C)(C)C)=O (2,4-Di-t-butyl-1H-phenothiazin-1-one). As a reaction SMILES: [C:1]([C:5]1[C:6](=[O:16])[C:7](=O)[CH:8]=[C:9]([C:11]([CH3:14])([CH3:13])[CH3:12])[CH:10]=1)([CH3:4])([CH3:3])[CH3:2].[NH2:17][C:18]1[CH:23]=[CH:22][CH:21]=[CH:20][C:19]=1[SH:24]>CCOCC>[C:1]([C:5]1[C:6](=[O:16])[C:7]2[C:8](=[C:9]([C:11]([CH3:14])([CH3:13])[CH3:12])[CH:10]=1)[S:24][C:19]1[C:18](=[CH:23][CH:22]=[CH:21][CH:20]=1)[N:17]=2)([CH3:4])([CH3:3])[CH3:2]. Procedure details: To a solution of 4.4 gm of 3,5-di-t-butyl-1,2-benzoquinone in 20 ml of ether was added a solution of 1.25 g of 2-aminothiophenol in 5 ml of ether. After stirring for 1 hour at 25°, the reaction mixture was evaporated. The residue was purified by flash chromatography on silica gel using 2% ethyl acetate in benzene as eluent. There was thus obtained 860 mg of the title compound as dark blue plates, m.p. 137°-141°. Reactants: COC(=O)C1=NC=C(N=C1)COC1=CC(=CC=C1)OC(F)(F)F (5-(3-trifluoromethoxy-phenoxymethyl)-pyrazine-2-carboxylic acid methyl ester), [Li+].[OH-] (LiOH). Solvent: C1CCOC1.CO (THF MeOH), O (water). Product: FC(OC=1C=C(OCC=2N=CC(=NC2)C(=O)O)C=CC1)(F)F (5-(3-trifluoromethoxy-phenoxymethyl)-pyrazine-2-carboxylic acid). The yield is 81.4%. As a reaction SMILES: C[O:2][C:3]([C:5]1[CH:10]=[N:9][C:8]([CH2:11][O:12][C:13]2[CH:18]=[CH:17][CH:16]=[C:15]([O:19][C:20]([F:23])([F:22])[F:21])[CH:14]=2)=[CH:7][N:6]=1)=[O:4].[Li+].[OH-]>C1COCC1.CO.O>[F:23][C:20]([F:21])([F:22])[O:19][C:15]1[CH:14]=[C:13]([CH:18]=[CH:17][CH:16]=1)[O:12][CH2:11][C:8]1[N:9]=[CH:10][C:5]([C:3]([OH:4])=[O:2])=[N:6][CH:7]=1 |f:1.2,3.4|. Procedure details: A solution of 5-(3-trifluoromethoxy-phenoxymethyl)-pyrazine-2-carboxylic acid methyl ester (0.234 g, 0.712 mmol) in THF:MeOH (4:1, 5 mL) was treated with LiOH (0.150 g, 3.564 mmol) in 1.5 mL of water by the general procedure C to give 0.182 g of 5-(3-trifluoromethoxy-phenoxymethyl)-pyrazine-2-carboxylic acid. LCMS: 316 (M+2)+ RXN SMILES: [CH3:1][C:2]1[N:11]=[C:10]([N:12]2[CH2:18][C:17]3[CH:19]=[C:20]([C:23]4[CH:29]=[CH:28][C:26]([NH2:27])=[C:25]([N+:30]([O-])=O)[CH:24]=4)[CH:21]=[CH:22][C:16]=3[O:15][CH2:14][CH2:13]2)[C:9]2[C:4](=[CH:5][CH:6]=[CH:7][CH:8]=2)[N:3]=1.[H][H]>C1COCC1.[Pd]>[CH3:1][C:2]1[N:11]=[C:10]([N:12]2[CH2:18][C:17]3[CH:19]=[C:20]([C:23]4[CH:24]=[C:25]([NH2:30])[C:26]([NH2:27])=[CH:28][CH:29]=4)[CH:21]=[CH:22][C:16]=3[O:15][CH2:14][CH2:13]2)[C:9]2[C:4](=[CH:5][CH:6]=[CH:7][CH:8]=2)[N:3]=1. Yields the product CC1=NC2=CC=CC=C2C(=N1)N1CCOC2=C(C1)C=C(C=C2)C=2C=C(C(=CC2)N)N (4-[4-(2-methylquinazolin-4-yl)-2,3,4,5-tetrahydro-1,4-benzoxazepin-7-yl]benzene-1,2-diamine). Run in C1CCOC1 (THF). Reactants: CC1=NC2=CC=CC=C2C(=N1)N1CCOC2=C(C1)C=C(C=C2)C2=CC(=C(N)C=C2)[N+](=O)[O-] (4-[4-(2-methylquinazolin-4-yl)-2,3,4,5-tetrahydro-1,4-benzoxazepin-7-yl]-2-nitroaniline), [H][H] (hydrogen). Procedure: To a solution of 4-[4-(2-methylquinazolin-4-yl)-2,3,4,5-tetrahydro-1,4-benzoxazepin-7-yl]-2-nitroaniline (380 mg, 0.89 mmol) in THF (12 mL) was added palladium on carbon (wet, 100 mg). The resulting suspension was subjected to an atmosphere of hydrogen at 40 psi for 5 h. The catalyst was removed by filtration through celite, and the filtrate was concentrated to provide 4-[4-(2-methylquinazolin-4-yl)-2,3,4,5-tetrahydro-1,4-benzoxazepin-7-yl]benzene-1,2-diamine (333 mg, 0.84 mmol, 94% yield) as a ... The yield is 94.4%. The reagents and catalysts are [Pd] (palladium on carbon). Reactants: stainless steel, N1=C(N)N=C(N)N=C1N (melamine), C(COCCO)O (diethylene glycol), [H][H] (hydrogen), N1=C(N)N=C(N)N=C1N (melamine). The reagents and catalysts are [Pd] (Pd—C), CuO Cr2O3 NiO BaO. Conditions: time 2 hour. The product is NC1=NC(=NC(=N1)N)NCCOCCO (2,4-diamino-6-(5-hydroxy-3-oxapentylamino)-1,3,5-triazine), NC1=NC(=NC(=N1)NCCOCCO)NCCOCCO (2-amino-4,6-bis(5-hydroxy-3-oxapentylamino)-1,3,5-triazine). As a reaction SMILES: [N:1]1[C:8]([NH2:9])=[N:7][C:5]([NH2:6])=[N:4][C:2]=1[NH2:3].[H][H].[CH2:12]([OH:18])[CH2:13][O:14][CH2:15][CH2:16]O>[Pd]>[NH2:3][C:2]1[N:4]=[C:5]([NH2:6])[N:7]=[C:8]([NH:9][CH2:16][CH2:15][O:14][CH2:13][CH2:12][OH:18])[N:1]=1.[NH2:3][C:2]1[N:4]=[C:5]([NH:6][CH2:16][CH2:15][O:14][CH2:13][CH2:12][OH:18])[N:7]=[C:8]([NH:9][CH2:16][CH2:15][O:14][CH2:13][CH2:12][OH:18])[N:1]=1. Reported procedure: In a stainless steel autoclave of an inner volume of 100 ml, 1.26 g (10 mmol) of melamine, 250 mg of 5% Pd—C catalyst (50% hydrated preparation), 250 mg of CuO—Cr2O3—NiO—BaO catalyst (T-4364, manufactured by Nissan Girdler Catalyst Co., Ltd.), and 30 ml of diethylene glycol were charged. After the inside of the system was sufficiently substituted with nitrogen gas, 10 kg/cm2 of hydrogen gas was introduced at normal temperature under pressure. Then, the temperature was elevated while stirring, an...